This data is from the Open Reaction Database (ORD), a public repository of structured organic reaction records. The task is: describe an organic reaction: reactants, conditions, products, and yield Reactants: CC(=O)Cl, ClCCl, O=C(O)C(F)(F)F, CCN(CC)C(=O)Nc1ccc(S(=O)(=O)N2C(=O)C(NCCCCCN)(c3ccccc3Cl)c3cc(Cl)ccc32)cc1, c1ccncc1. The product is CCN(CC)C(=O)Nc1ccc(S(=O)(=O)N2C(=O)C(NCCCCCNC(C)=O)(c3ccccc3Cl)c3cc(Cl)ccc32)cc1. Reaction SMILES: [CH3:1][C:2]([Cl:3])=[O:4].[Cl:60][CH2:61][Cl:62].[F:5][C:6]([F:7])([F:8])[C:9]([OH:10])=[O:11].[NH2:12][CH2:13][CH2:14][CH2:15][CH2:16][CH2:17][NH:18][C:19]1([c:47]2[c:48]([Cl:53])[cH:49][cH:50][cH:51][cH:52]2)[C:20](=[O:46])[N:21]([S:29](=[O:30])(=[O:31])[c:32]2[cH:33][cH:34][c:35]([NH:38][C:39](=[O:40])[N:41]([CH2:42][CH3:43])[CH2:44][CH3:45])[cH:36][cH:37]2)[c:22]2[cH:23][cH:24][c:25]([Cl:28])[cH:26][c:27]21.[cH:54]1[cH:55][cH:56][n:57][cH:58][cH:59]1>>[CH3:1][C:2](=[O:4])[NH:12][CH2:13][CH2:14][CH2:15][CH2:16][CH2:17][NH:18][C:19]1([c:47]2[c:48]([Cl:53])[cH:49][cH:50][cH:51][cH:52]2)[C:20](=[O:46])[N:21]([S:29](=[O:30])(=[O:31])[c:32]2[cH:33][cH:34][c:35]([NH:38][C:39](=[O:40])[N:41]([CH2:42][CH3:43])[CH2:44][CH3:45])[cH:36][cH:37]2)[c:22]2[cH:23][cH:24][c:25]([Cl:28])[cH:26][c:27]21. Reactants: C1(=CC=CC=C1)C1=C2C(=NC(=NC2=CC=C1)C1(CC1)C#N)NCC1=NC=CC=C1 (1-(5-phenyl-4-(pyridin-2-ylmethylamino)quinazolin-2-yl)cyclopropanecarbonitrile). The reagents and catalysts are [Ni] (Ra—Ni). Run in CO.N (ammonia methanol). Reaction conditions: time 16 hour. Product: NCC1(CC1)C1=NC2=CC=CC(=C2C(=N1)NCC1=NC=CC=C1)C1=CC=CC=C1 (2-(1-(aminomethyl)cyclopropyl)-5-phenyl-N-(pyridin-2-ylmethyl)quinazolin-4-amine). The yield is 49.8%. RXN SMILES: [C:1]1([C:7]2[CH:16]=[CH:15][CH:14]=[C:13]3[C:8]=2[C:9]([NH:22][CH2:23][C:24]2[CH:29]=[CH:28][CH:27]=[CH:26][N:25]=2)=[N:10][C:11]([C:17]2([C:20]#[N:21])[CH2:19][CH2:18]2)=[N:12]3)[CH:6]=[CH:5][CH:4]=[CH:3][CH:2]=1>CO.N.[Ni]>[NH2:21][CH2:20][C:17]1([C:11]2[N:10]=[C:9]([NH:22][CH2:23][C:24]3[CH:29]=[CH:28][CH:27]=[CH:26][N:25]=3)[C:8]3[C:13](=[CH:14][CH:15]=[CH:16][C:7]=3[C:1]3[CH:6]=[CH:5][CH:4]=[CH:3][CH:2]=3)[N:12]=2)[CH2:18][CH2:19]1 |f:1.2|. Procedure: To a solution of 1-(5-phenyl-4-(pyridin-2-ylmethylamino)quinazolin-2-yl)cyclopropanecarbonitrile (Example 207, 0.6 g, 2 mmol) in 7 M ammonia methanol (10 mL) was added Ra—Ni (200 mg). The resulting slurry was stirred under hydrogen atmosphere for 16 h. After this time, the reaction mixture was filtered and filtrate was concentrated under reduced pressure to yield 2-(1-(aminomethyl)cyclopropyl)-5-phenyl-N-(pyridin-2-ylmethyl)quinazolin-4-amine (380 mg, 63% yield), which was used without further p... Reactants: CC12CCC3c4ccc(OCc5ccccc5)cc4CCC3C1Cc1c2n[nH]c1CO, C1CCOC1, CCO. The product is CC12CCC3c4ccc(O)cc4CCC3C1Cc1c2n[nH]c1CO. RXN SMILES: [CH2:1]([c:2]1[cH:3][cH:4][cH:5][cH:6][cH:7]1)[O:8][c:9]1[cH:10][cH:11][c:12]2[c:21]([cH:22]1)[CH2:20][CH2:19][CH:18]1[CH:13]2[CH2:14][CH2:15][C:16]2([CH3:31])[CH:17]1[CH2:23][c:24]1[c:25]([CH2:29][OH:30])[nH:26][n:27][c:28]12.[CH2:32]1[O:33][CH2:34][CH2:35][CH2:36]1.[CH3:37][CH2:38][OH:39]>>[OH:8][c:9]1[cH:10][cH:11][c:12]2[c:21]([cH:22]1)[CH2:20][CH2:19][CH:18]1[CH:13]2[CH2:14][CH2:15][C:16]2([CH3:31])[CH:17]1[CH2:23][c:24]1[c:25]([CH2:29][OH:30])[nH:26][n:27][c:28]12.